This data is from the Open Reaction Database (ORD), a public repository of structured organic reaction records. The task is: describe an organic reaction: reactants, conditions, products, and yield The reactants are CC1(OC(C(O1)=CC(=O)N(OC)CC1=CC=C(C=C1)F)=O)C (2-(2,2-Dimethyl-5-oxo-[1,3]dioxolan-4-ylidene)-N-(4-fluoro-benzyl)-N-methoxy-acetamide), C(C1=CC=CC=C1)C1(CC1)S(=O)(=O)N (1-benzyl-cyclopropanesulfonic acid amide), compound 1. Product: FC1=CC=C(CN(C(C=C(C(=O)NS(=O)(=O)C2(CC2)CC2=CC=CC=C2)O)=O)OC)C=C1 (4-(1-Benzyl-cyclopropanesulfonylamino)-3-hydroxy-4-oxo-but-2-enoic acid (4-fluoro-benzyl)-methoxy-amide). RXN SMILES: CC1(C)[O:6][C:5](=[CH:7][C:8]([N:10]([CH2:13][C:14]2[CH:19]=[CH:18][C:17]([F:20])=[CH:16][CH:15]=2)[O:11][CH3:12])=[O:9])[C:4](=[O:21])O1.[CH2:23]([C:30]1([S:33]([NH2:36])(=[O:35])=[O:34])[CH2:32][CH2:31]1)[C:24]1[CH:29]=[CH:28][CH:27]=[CH:26][CH:25]=1>>[F:20][C:17]1[CH:16]=[CH:15][C:14]([CH2:13][N:10]([O:11][CH3:12])[C:8](=[O:9])[CH:7]=[C:5]([OH:6])[C:4]([NH:36][S:33]([C:30]2([CH2:23][C:24]3[CH:29]=[CH:28][CH:27]=[CH:26][CH:25]=3)[CH2:32][CH2:31]2)(=[O:34])=[O:35])=[O:21])=[CH:19][CH:18]=1. Procedure: 2-(2,2-Dimethyl-5-oxo-[1,3]dioxolan-4-ylidene)-N-(4-fluoro-benzyl)-N-methoxy-acetamide was treated with 1-benzyl-cyclopropanesulfonic acid amide as described in the preparation of compound 1 to yield the title compound. MS (M−H) calcd for C22H22FN2O6S: 461.1. Found: 461.2. HRMS (M+H) calcd for C22H24FN2O6S: 463.1339. Found: 463.1331. 1H NMR (500 MHz, CDCl3) 0.95 (m, 2), 1.26 (m, 2), 3.25 (s, 2), 3.85 (s, 3), 4.79 (s, 2), 6.43 (s, 1), 7.06-7.32 (overlapping m, 9). Anal calcd for C22H23FN2O6S: C, ...